Dataset: the Open Reaction Database (ORD), a public repository of structured organic reaction records. Task: describe an organic reaction: reactants, conditions, products, and yield The reactants are BrC=1C=CC(=C(C(=O)NC=2C=NC=CC2)C1)OCC1=CC=CC=C1 (5-Bromo-2-[(phenylmethyl)oxy]-N-3-Pyridinylbenzamide), CN1N=CC(=C1)B1OC(C(O1)(C)C)(C)C (1-methyl-4-(4,4,5,5-tetramethyl-1,3,2-dioxaborolan-2-yl)-1H-pyrazole), C([O-])([O-])=O.[Na+].[Na+] (sodium carbonate). Reagents/catalysts: C=1C=CC(=CC1)[P](C=2C=CC=CC2)(C=3C=CC=CC3)[Pd]([P](C=4C=CC=CC4)(C=5C=CC=CC5)C=6C=CC=CC6)([P](C=7C=CC=CC7)(C=8C=CC=CC8)C=9C=CC=CC9)[P](C=1C=CC=CC1)(C=1C=CC=CC1)C=1C=CC=CC1 (tetrakis(triphenylphosphine)palladium(0)). Solvent: COCCOC (1,2-dimethoxyethane). Run at temperature 120 celsius. Product: CN1N=CC(=C1)C=1C(=C(C(=O)NC=2C=NC=CC2)C=CC1)OCC1=CC=CC=C1 (1-Methyl-1H-pyrazol-4-yl-2-[(phenylmethyl)oxy]-N-3-pyridinylbenzamide). Reaction SMILES: Br[C:2]1[CH:3]=[CH:4][C:5]([O:17][CH2:18][C:19]2[CH:24]=[CH:23][CH:22]=[CH:21][CH:20]=2)=[C:6]([CH:16]=1)[C:7]([NH:9][C:10]1[CH:11]=[N:12][CH:13]=[CH:14][CH:15]=1)=[O:8].[CH3:25][N:26]1[CH:30]=[C:29](B2OC(C)(C)C(C)(C)O2)[CH:28]=[N:27]1.C(=O)([O-])[O-].[Na+].[Na+]>C1C=CC([P]([Pd]([P](C2C=CC=CC=2)(C2C=CC=CC=2)C2C=CC=CC=2)([P](C2C=CC=CC=2)(C2C=CC=CC=2)C2C=CC=CC=2)[P](C2C=CC=CC=2)(C2C=CC=CC=2)C2C=CC=CC=2)(C2C=CC=CC=2)C2C=CC=CC=2)=CC=1.COCCOC>[CH3:25][N:26]1[CH:30]=[C:29]([C:4]2[C:5]([O:17][CH2:18][C:19]3[CH:24]=[CH:23][CH:22]=[CH:21][CH:20]=3)=[C:6]([CH:16]=[CH:2][CH:3]=2)[C:7]([NH:9][C:10]2[CH:11]=[N:12][CH:13]=[CH:14][CH:15]=2)=[O:8])[CH:28]=[N:27]1 |f:2.3.4,^1:49,51,70,89|. Procedure: To a microwave vial was added 5-bromo-2-[(phenylmethyl)oxy]-N-3-pyridinylbenzamide (may be prepared as described in example 2; 100 mg, 0.26 mmol), 1-methyl-4-(4,4,5,5-tetramethyl-1,3,2-dioxaborolan-2-yl)-1H-pyrazole (59.7 mg, 0.29 mmol), 1,2-dimethoxyethane (2 ml), 1M sodium carbonate (0.52 ml, 0.52 mmol) and tetrakis(triphenylphosphine)palladium(0) (18.09 mg, 0.02 mmol). The vial was sealed and heated to 120° C. for 25 min under microwave conditions. The mixture was evaporated under reduced pre...